From a dataset of the Open Reaction Database (ORD), a public repository of structured organic reaction records. describe an organic reaction: reactants, conditions, products, and yield The reactants are [CH2-]C(=O)C.O1C(=NC2=C1C=CC=C2)NC[C@H]2O[C@H]([C@H]([C@H]2O)O)N2C1=NC=NC(=C1N=C2)C2COCC2 ((4S,2R,3R,5R)-2-(benzoxazol-2-ylaminomethyl)-5-[6-(tetrahydrofuran-3-yl)-purin-9-yl]-tetrahydrofuran-3,4-diol acetonide), ( 12 ). Run in C(C)(=O)O (acetic acid), O (water). The product is O1C(=NC2=C1C=CC=C2)NC[C@H]2O[C@H]([C@H]([C@H]2O)O)N2C1=NC=NC(=C1N=C2)C2COCC2 ((4S,2R,3R,5R)-2-(benzoxazol-2-ylaminomethyl)-5-[6-(tetrahydrofuran-3-yl)-purin-9-yl]-tetrahydrofuran-3,4-diol). As a reaction SMILES: [CH2-]C(C)=O.[O:5]1[C:9]2[CH:10]=[CH:11][CH:12]=[CH:13][C:8]=2[N:7]=[C:6]1[NH:14][CH2:15][C@@H:16]1[C@H:20]([OH:21])[C@H:19]([OH:22])[C@H:18]([N:23]2[CH:31]=[N:30][C:29]3[C:24]2=[N:25][CH:26]=[N:27][C:28]=3[CH:32]2[CH2:36][CH2:35][O:34][CH2:33]2)[O:17]1>C(O)(=O)C.O>[O:5]1[C:9]2[CH:10]=[CH:11][CH:12]=[CH:13][C:8]=2[N:7]=[C:6]1[NH:14][CH2:15][C@@H:16]1[C@H:20]([OH:21])[C@H:19]([OH:22])[C@H:18]([N:23]2[CH:31]=[N:30][C:29]3[C:24]2=[N:25][CH:26]=[N:27][C:28]=3[CH:32]2[CH2:36][CH2:35][O:34][CH2:33]2)[O:17]1 |f:0.1|. Reported procedure: A solution of (4S,2R,3R,5R)-2-(benzoxazol-2-ylaminomethyl)-5-[6-(tetrahydrofuran-3-yl)-purin-9-yl]-tetrahydrofuran-3,4-diol acetonide, a compound of formula (12), in 80% acetic acid in water (10 mL) was heated to 80° C. for 16 hours. Solvent was evaporated form the reaction product and the residue was purified by preparative TLC (5% MeOH/DCM) to give (4S,2R,3R,5R)-2-(benzoxazol-2-ylaminomethyl)-5-[6-(tetrahydrofuran-3-yl)-purin-9-yl]-tetrahydrofuran-3,4-diol as a white foam. MS (M+1). Reactants: solid, Cl.Cl.O1C=C(C=C2C1=CC=C2)C2N(CCCC2)CC[C@@H]2CC[C@H](CC2)N (trans-4-[2-(4-benzofuran-3-yl-piperidin-1-yl)-ethyl]-cyclohexylamine dihydrochloride), Cl.Cl.O1C=C(C=C2C1=CC=C2)C2N(CCCC2)CC[C@@H]2CC[C@H](CC2)N (trans-4-[2-(4-benzofuran-3-yl-piperidin-1-yl)-ethyl]-cyclohexylamine dihydrochloride), FC(C1CCC(CC1)C(=O)O)(F)F (4-trifluoromethyl-cyclohexanecarboxylic acid). Yields the product O1C=C(C=C2C1=CC=C2)C2N(CCCC2)CC[C@@H]2CC[C@H](CC2)NC(=O)C2CCC(CC2)C(F)(F)F (4-Trifluoromethyl-cyclohexanecarboxylic acid trans-{4-[2-(4-benzofuran-3-yl-piperidin-1-yl)-ethyl]-cyclohexyl}-amide). RXN SMILES: Cl.Cl.[O:3]1[C:8]2=[CH:9][CH:10]=[CH:11][C:7]2=[CH:6][C:5]([CH:12]2[CH2:17][CH2:16][CH2:15][CH2:14][N:13]2[CH2:18][CH2:19][C@H:20]2[CH2:25][CH2:24][C@H:23]([NH2:26])[CH2:22][CH2:21]2)=[CH:4]1.[F:27][C:28]([F:39])([F:38])[CH:29]1[CH2:34][CH2:33][CH:32]([C:35](O)=[O:36])[CH2:31][CH2:30]1>>[O:3]1[C:8]2=[CH:9][CH:10]=[CH:11][C:7]2=[CH:6][C:5]([CH:12]2[CH2:17][CH2:16][CH2:15][CH2:14][N:13]2[CH2:18][CH2:19][C@H:20]2[CH2:21][CH2:22][C@H:23]([NH:26][C:35]([CH:32]3[CH2:31][CH2:30][CH:29]([C:28]([F:27])([F:38])[F:39])[CH2:34][CH2:33]3)=[O:36])[CH2:24][CH2:25]2)=[CH:4]1 |f:0.1.2|. Procedure details: The title compound, white solid (42 mg, 33%), MS (ISP) m/z=505.3 [(M+H)+], mp 190° C., was prepared in accordance with the general method of example 1 from trans-4-[2-(4-benzofuran-3-yl-piperidin-1-yl)-ethyl]-cyclohexylamine dihydrochloride (intermediate A) (100 mg, 0.25 mmol) and 4-trifluoromethyl-cyclohexanecarboxylic acid. Isolated yield 72.9%. RXN SMILES: [C:1]([O:9][CH2:10][C@H:11]1[S:15][CH2:14][C@H:13]([OH:16])[O:12]1)(=[O:8])[C:2]1[CH:7]=[CH:6][CH:5]=[CH:4][CH:3]=1.[Cl:17][C:18]([Cl:25])([Cl:24])[CH2:19][O:20][C:21](Cl)=[O:22]>N1C=CC=CC=1.ClCCl>[C:1]([O:9][CH2:10][C@H:11]1[S:15][CH2:14][C@H:13]([O:16][C:21]([O:20][CH2:19][C:18]([Cl:25])([Cl:24])[Cl:17])=[O:22])[O:12]1)(=[O:8])[C:2]1[CH:7]=[CH:6][CH:5]=[CH:4][CH:3]=1. Reactants: ClC(COC(=O)Cl)(Cl)Cl (2,2,2-trichloroethylchloroformate), C(C1=CC=CC=C1)(=O)OC[C@@H]1O[C@H](CS1)O (TRANS 2-BENZOYLOXYMETHYL-5-HYDROXY-1,3-OXATHIOLANE). Procedure details: A mixture of cis and trans 2-benzoyloxymethyl-5-hydroxy-1,3-oxathiolane 4.47 g (19.8 mmol) (as prepared in example 1) was reacted with 8.2 mL (59.4 mmol) of 2,2,2-trichloroethylchloroformate in pyridine (4.8 mL) and dichloromethane (150 mL) as described in example 2 to give 6.0 g of the title compound in 2:1 ratio. Yields the product C(C1=CC=CC=C1)(=O)OC[C@@H]1O[C@H](CS1)OC(=O)OCC(Cl)(Cl)Cl (TRANS 2-BENZOYLOXYMETHYL-5-(2′,2′,2′-TRICHLOROETHOXYCARBONYLOXY)-1,3-OXATHIOLANE). Run in N1=CC=CC=C1 (pyridine), ClCCl (dichloromethane). Reactants: O=C1NC2=CC[C@H]3[C@@H]4CC[C@@H]([C@@]4(C)CC[C@@H]3[C@]2(CC1)C)C(=O)O (3-oxo-4-azaandrost-5-ene-17β-carboxylic acid), C1(=CC=CC=C1)CC(C=1SC=CC1)N (2-phenyl-1-(2-thienyl)ethylamine). Yields the product C1(=CC=CC=C1)CC(C=1SC=CC1)NC(=O)[C@@H]1[C@]2(C)[C@@H](CC1)[C@@H]1CC=C3NC(CC[C@]3(C)[C@H]1CC2)=O (N-[2-Phenyl-1-(2-thienyl)ethyl]-3-oxo-4-azaandrost-5-ene-17β-carboxamide). Yield: 45.0%. As a reaction SMILES: [O:1]=[C:2]1[CH2:19][CH2:18][C@@:17]2([CH3:20])[C:4](=[CH:5][CH2:6][C@@H:7]3[C@@H:16]2[CH2:15][CH2:14][C@@:12]2([CH3:13])[C@H:8]3[CH2:9][CH2:10][C@@H:11]2[C:21](O)=[O:22])[NH:3]1.[C:24]1([CH2:30][CH:31]([NH2:37])[C:32]2[S:33][CH:34]=[CH:35][CH:36]=2)[CH:29]=[CH:28][CH:27]=[CH:26][CH:25]=1>>[C:24]1([CH2:30][CH:31]([NH:37][C:21]([C@H:11]2[CH2:10][CH2:9][C@H:8]3[C@H:7]4[C@H:16]([CH2:15][CH2:14][C@:12]23[CH3:13])[C@:17]2([CH3:20])[C:4]([NH:3][C:2](=[O:1])[CH2:19][CH2:18]2)=[CH:5][CH2:6]4)=[O:22])[C:32]2[S:33][CH:34]=[CH:35][CH:36]=2)[CH:25]=[CH:26][CH:27]=[CH:28][CH:29]=1. Procedure: The title compound was prepared in a yield of 45% in a similar manner to that described in Example 1 by reacting 3-oxo-4-azaandrost-5-ene-17β-carboxylic acid and 2-phenyl-1-(2-thienyl)ethylamine. Starting materials: Cl.CC1=C(C=CC=C1)C(=CCOCCN1C[C@@H](CCC1)C(=O)O)C1=CC=CC=C1 ((R)-N-(2-(3-(2-Methylphenyl)-3-phenyl-2-propen-1-yl-oxy)ethyl)-3-piperidinecarboxylic acid hydrochloride), C(C)(=O)OCC (ethyl acetate). Reagents/catalysts: [Pd] (palladium on carbon). Run in CO (methanol). The product is Cl.CC1=C(C=CC=C1)C(CCOCCN1C[C@@H](CCC1)C(=O)O)C1=CC=CC=C1 ((R)-N-(2-(3-(2-Methylphenyl)-3-phenyl-1-propyloxy)ethyl)-3-piperidinecarboxylic acid hydrochloride). Isolated yield 79.8%. RXN SMILES: [ClH:1].[CH3:2][C:3]1[CH:8]=[CH:7][CH:6]=[CH:5][C:4]=1[C:9]([C:24]1[CH:29]=[CH:28][CH:27]=[CH:26][CH:25]=1)=[CH:10][CH2:11][O:12][CH2:13][CH2:14][N:15]1[CH2:20][CH2:19][CH2:18][C@@H:17]([C:21]([OH:23])=[O:22])[CH2:16]1.C(OCC)(=O)C>CO.[Pd]>[ClH:1].[CH3:2][C:3]1[CH:8]=[CH:7][CH:6]=[CH:5][C:4]=1[CH:9]([C:24]1[CH:25]=[CH:26][CH:27]=[CH:28][CH:29]=1)[CH2:10][CH2:11][O:12][CH2:13][CH2:14][N:15]1[CH2:20][CH2:19][CH2:18][C@@H:17]([C:21]([OH:23])=[O:22])[CH2:16]1 |f:0.1,5.6|. Procedure: The acid prepared in Example 26 (1.0 g, 2.4 mmol) was dissolved in methanol (20 ml) and stirred under an atmosphere of hydrogen for 1 h at room temperature in the presence of 10% palladium on carbon catalyst (50% aqueous paste) and then filtered. The filtrate was evaporated to dryness leaving a residue which was treated with ethyl acetate to give 0.8 g (80%) of the title compound as a solid. Reactants: COC1=C(C(=O)N2C[C@@](CC2)(CCO)C2=CC(=C(C=C2)Cl)Cl)C=C(C=C1)N1N=NN=C1 ((S)-1-(2-methoxy-5-(1H-tetrazol-1-yl)benzoyl)-3-(3,4-dichlorophenyl)-3-(2-hydroxyethyl)pyrrolidine), CN1CCOCC1 (N-methylmorpholine), CS(=O)(=O)Cl (methanesulfonyl chloride). Run in C1(=CC=CC=C1)C (toluene), C1(=CC=CC=C1)C (toluene). Run at time 12 hour. Yields the product COC1=C(C(=O)N2C[C@@](CC2)(CCOS(=O)(=O)C)C2=CC(=C(C=C2)Cl)Cl)C=C(C=C1)N1N=NN=C1 ((S)-1-(2-methoxy-5-(1H-tetrazol-1-yl)benzoyl)-3-(3,4-dichlorophenyl)-3-(2-methanesulfonyloxyethyl)pyrrolidine). RXN SMILES: [CH3:1][O:2][C:3]1[CH:26]=[CH:25][C:24]([N:27]2[CH:31]=[N:30][N:29]=[N:28]2)=[CH:23][C:4]=1[C:5]([N:7]1[CH2:11][CH2:10][C@@:9]([C:15]2[CH:20]=[CH:19][C:18]([Cl:21])=[C:17]([Cl:22])[CH:16]=2)([CH2:12][CH2:13][OH:14])[CH2:8]1)=[O:6].CN1CCOCC1.[CH3:39][S:40](Cl)(=[O:42])=[O:41]>C1(C)C=CC=CC=1>[CH3:1][O:2][C:3]1[CH:26]=[CH:25][C:24]([N:27]2[CH:31]=[N:30][N:29]=[N:28]2)=[CH:23][C:4]=1[C:5]([N:7]1[CH2:11][CH2:10][C@@:9]([C:15]2[CH:20]=[CH:19][C:18]([Cl:21])=[C:17]([Cl:22])[CH:16]=2)([CH2:12][CH2:13][O:14][S:40]([CH3:39])(=[O:42])=[O:41])[CH2:8]1)=[O:6]. Procedure details: Combine (S)-1-(2-methoxy-5-(1H-tetrazol-1-yl)benzoyl)-3-(3,4-dichlorophenyl)-3-(2-hydroxyethyl)pyrrolidine (200 mg, 0.44 mmol) and N-methylmorpholine (0.97 mmol) in toluene (10 mL). Add dropwise, methanesulfonyl chloride (0.066 g, 0.57 mmol). After 12 hours, dilute with toluene (20 mL) and extract with 1M hydrochloric acid solution and 5% sodium bicarbonate solution. Dry the organic layer over MgSO4, filter, and concentrate invacuo to give the title compound.